describe an organic reaction: reactants, conditions, products, and yield From a dataset of the Open Reaction Database (ORD), a public repository of structured organic reaction records. Reactants: C(=O)NNC(C1=CN=CC=C1)=O (N'-formylnicotinic acid hydrazide), P12(=S)SP3(=S)SP(=S)(S1)SP(=S)(S2)S3 (phosphorus pentasulfide). Run in N1=CC=CC=C1 (pyridine). Run at temperature 110 celsius, time 2 hour. Yields the product N1=CC(=CC=C1)C=1SC=NN1 (2-(3-pyridyl)-1,3,4-thiadiazole). As a reaction SMILES: [CH:1]([NH:3][NH:4][C:5](=O)[C:6]1[CH:11]=[CH:10][CH:9]=[N:8][CH:7]=1)=O.P12(SP3(SP(SP(S3)(S1)=S)(=S)S2)=S)=[S:14]>N1C=CC=CC=1>[N:8]1[CH:9]=[CH:10][CH:11]=[C:6]([C:5]2[S:14][CH:1]=[N:3][N:4]=2)[CH:7]=1. Procedure: To a solution of 22 g of N'-formylnicotinic acid hydrazide in 150 ml of pyridine are added, in portions, 28 g of phosphorus pentasulfide. During this addition the temperature rises to 65° C. After 5 minutes the mixture is heated to 110° C. and stirred for 2 hours at this temperature. The pyridine is then distilled off in a water jet vacuum. The residue is taken up in chloroform and the solution is extracted with a 5% sodium hydroxide solution and water. The organic phase is dried and the solvent...